The task is: describe an organic reaction: reactants, conditions, products, and yield. This data is from the Open Reaction Database (ORD), a public repository of structured organic reaction records. Reactants: ClCCl, O=C(OO)c1cccc(Cl)c1, C=Cc1ccc(-c2noc(-c3onc(-c4ccccc4)c3C(F)(F)F)n2)cc1. Yields the product FC(F)(F)c1c(-c2ccccc2)noc1-c1nc(-c2ccc(C3CO3)cc2)no1. RXN SMILES: [Cl:40][CH2:41][Cl:42].[OH:29][O:30][C:31]([c:32]1[cH:33][c:34]([Cl:35])[cH:36][cH:37][cH:38]1)=[O:39].[c:1]1(-[c:7]2[n:8][o:9][c:10](-[c:16]3[n:17][c:18](-[c:21]4[cH:22][cH:23][c:24]([CH:27]=[CH2:28])[cH:25][cH:26]4)[n:19][o:20]3)[c:11]2[C:12]([F:13])([F:14])[F:15])[cH:2][cH:3][cH:4][cH:5][cH:6]1>>[c:1]1(-[c:7]2[n:8][o:9][c:10](-[c:16]3[n:17][c:18](-[c:21]4[cH:22][cH:23][c:24]([CH:27]5[CH2:28][O:29]5)[cH:25][cH:26]4)[n:19][o:20]3)[c:11]2[C:12]([F:13])([F:14])[F:15])[cH:2][cH:3][cH:4][cH:5][cH:6]1. The reactants are O (Water), CS(=O)(=O)Cl (methanesulfonyl chloride), [N+](=O)([O-])C1=CC=C(OCCBr)C=C1 (2-(4-nitrophenoxy)ethyl bromide). Reagents/catalysts: [Pd] (Pd/C). Run in [H][H] (hydrogen), CO (methanol). Run at time 8 hour. Product: CS(=O)(=O)NC1=CC=C(OCCBr)C=C1 (2-(4-methanesulfonamidophenoxy)ethyl bromide). Yield: 36.8%. Reaction SMILES: [N+:1]([C:4]1[CH:13]=[CH:12][C:7]([O:8][CH2:9][CH2:10][Br:11])=[CH:6][CH:5]=1)([O-])=O.[CH3:14][S:15](Cl)(=[O:17])=[O:16].O>CO.[H][H].[Pd]>[CH3:14][S:15]([NH:1][C:4]1[CH:13]=[CH:12][C:7]([O:8][CH2:9][CH2:10][Br:11])=[CH:6][CH:5]=1)(=[O:17])=[O:16]. Reported procedure: 2-(4-nitrophenoxy)ethyl bromide (0.5 g, 2.03 mmol) was dissolved in methanol (30 ml) and, after adding 10% Pd/C (0.2 g), the solution was stirred for 1 h in hydrogen gas, followed by filtration. The filtrate was concentrated under vacuum and the residue was dissolved in pyridine (20 ml). To the resulting solution, methanesulfonyl chloride (0.25 ml, 3.2 mmol) was slowly added dropwise, followed by stirring overnight. Water was poured into the reaction mixture, followed by extraction with ethyl ac...